From a dataset of the Open Reaction Database (ORD), a public repository of structured organic reaction records. describe an organic reaction: reactants, conditions, products, and yield Starting materials: ClCCl, COc1ccccc1CC(=O)O, O=C(Cl)C(=O)Cl. The product is COc1ccccc1CC(=O)Cl. Reaction SMILES: [CH2:19]([Cl:20])[Cl:21].[CH3:7][O:8][c:9]1[c:10]([CH2:15][C:16]([OH:17])=[O:18])[cH:11][cH:12][cH:13][cH:14]1.[Cl:1][C:2](=[O:3])[C:4]([Cl:5])=[O:6]>>[Cl:1][C:2](=[O:3])[CH2:4][c:10]1[c:9]([O:8][CH3:7])[cH:14][cH:13][cH:12][cH:11]1. Reactants: C1(=CC=CC=C1)C.C(C)(=O)OCC (toluene ethyl acetate), ethyl ester, C(C)C1=C(N=C([Se]1)[C@H]1[C@H](OC(C2=CC=CC=C2)=O)[C@H](OC(C2=CC=CC=C2)=O)[C@H](O1)COC(C1=CC=CC=C1)=O)C(=O)N (Ethyl 2-(2,3,5-Tri-O-benzoyl-β-D-ribofuranosyl)selenazole-4-carboxamide), C[O-].[Na+] (sodium methoxide). Solvent: CO (methanol). Product: [C@@H]1([C@H](O)[C@H](O)[C@H](O1)CO)C=1[Se]C=C(N1)C(=O)OC (Methyl 2-β-D-ribofuranosylselenazole-4-carboxylate). RXN SMILES: C([C:3]1[Se:7][C:6]([C@@H:8]2[O:30][C@H:29]([CH2:31][O:32]C(=O)C3C=CC=CC=3)[C@@H:19]([O:20]C(=O)C3C=CC=CC=3)[C@H:9]2[O:10]C(=O)C2C=CC=CC=2)=[N:5]C=1C(N)=O)C.C[O-].[Na+].C1(C)C=CC=CC=1.[C:54]([O:57][CH2:58]C)(=[O:56])[CH3:55]>CO>[C@@H:8]1([C:6]2[Se:7][CH:3]=[C:55]([C:54]([O:57][CH3:58])=[O:56])[N:5]=2)[O:30][C@H:29]([CH2:31][OH:32])[C@@H:19]([OH:20])[C@H:9]1[OH:10] |f:1.2,3.4|. Procedure details: A gummy suspension of 206.3 g (75.1% pure by HPLC; 0.239 mol) of the blocked ethyl ester, IV, in 700 ml of methanol was heated and stirred on the steam bath until solution occurred. The solution was allowed to cool to room temperature during which time a finely dispersed oily suspension formed. To this suspension was added 17.2 g (318 mmol) of sodium methoxide. The addition was slightly exothermic and resulted in a brown solution. The solution was stirred at room temperature overnight. TLC (SiO2... The reactants are C[Si](C)(C)C#CC=1C=CC(=NC1)C1=NC=C(C=C1)C#C[Si](C)(C)C (5,5′-bis(trimethylsilylethynyl)-2,2′-bipyridyl), [F-].[K+] (potassium fluoride), resultant mixture. Solvent: CO (methanol). Product: C(#C)C=1C=CC(=NC1)C1=NC=C(C=C1)C#C (5,5′-diethynyl-2,2′-bipyridyl). Yield: 85.7%. As a reaction SMILES: C[Si]([C:5]#[C:6][C:7]1[CH:8]=[CH:9][C:10]([C:13]2[CH:18]=[CH:17][C:16]([C:19]#[C:20][Si](C)(C)C)=[CH:15][N:14]=2)=[N:11][CH:12]=1)(C)C.[F-].[K+]>CO>[C:19]([C:16]1[CH:17]=[CH:18][C:13]([C:10]2[CH:9]=[CH:8][C:7]([C:6]#[CH:5])=[CH:12][N:11]=2)=[N:14][CH:15]=1)#[CH:20] |f:1.2|. Procedure details: Subsequently, the obtained 5,5′-bis(trimethylsilylethynyl)-2,2′-bipyridyl (120 mg, 0.34 mmol) and potassium fluoride (KF: 42 mg, 0.72 mmol) were added with dist. methanol (MeOH: 12 mL). The resultant mixture was then stirred under a nitrogen atmosphere at room temperature for 11 hours to obtain a reaction mixture. After that, an organic layer in the reaction mixture was then concentrated to obtain a crude product (II). Subsequently, the obtained crude product (II) was separated and purified by s... The reactants are C(C1=CC=CC=C1)NC=1C=C(C(=O)O)C=C(C1C1=CC=CC=C1)S(=O)(=O)Cl (3-benzylamino-5-chlorosulfonyl-4-phenylbenzoic acid), ClS(=O)(=O)C=1C(=C(C=C(C(=O)O)C1)OCCC)C1=CC=CC=C1 (5-chlorosulfonyl-4-phenyl-3-n-propoxybenzoic acid). The product is C1(=CC=CC=C1)C1=C(C=C(C(=O)O)C=C1S(N)(=O)=O)OCCC (4-phenyl-3-n-propoxy-5-sulfamylbenzoic acid). As a reaction SMILES: C([NH:8]C1C=C(C=C(S(Cl)(=O)=O)C=1C1C=CC=CC=1)C(O)=O)C1C=CC=CC=1.Cl[S:29]([C:32]1[C:33]([C:45]2[CH:50]=[CH:49][CH:48]=[CH:47][CH:46]=2)=[C:34]([O:41][CH2:42][CH2:43][CH3:44])[CH:35]=[C:36]([CH:40]=1)[C:37]([OH:39])=[O:38])(=[O:31])=[O:30]>>[C:45]1([C:33]2[C:32]([S:29](=[O:31])(=[O:30])[NH2:8])=[CH:40][C:36]([C:37]([OH:39])=[O:38])=[CH:35][C:34]=2[O:41][CH2:42][CH2:43][CH3:44])[CH:50]=[CH:49][CH:48]=[CH:47][CH:46]=1. Procedure details: By replacing in Example 1, step G, 3-benzylamino-5-chlorosulfonyl-4-phenylbenzoic acid with 5-chlorosulfonyl-4-phenyl-3-n-propoxybenzoic acid, and following the procedure described, 4-phenyl-3-n-propoxy-5-sulfamylbenzoic acid is obtained with a melting point of 155°-157° C.